Dataset: the Open Reaction Database (ORD), a public repository of structured organic reaction records. Task: describe an organic reaction: reactants, conditions, products, and yield The reactants are BrC1=C(C=CC=C1)S(=O)(=O)C1CC1 (1-bromo-2-(cyclopropylsulfonyl)benzene), NC=1C(=NC(=CN1)C1=C(C=C(C=C1)B1OC(C(O1)(C)C)(C)C)F)C#N (3-amino-6-(2-fluoro-4-(4,4,5,5-tetramethyl-1,3,2-dioxaborolan-2-yl)phenyl)pyrazine-2-carbonitrile). Yields the product NC=1C(=NC(=CN1)C1=C(C=C(C=C1)C1=C(C=CC=C1)S(=O)(=O)C1CC1)F)C#N (3-Amino-6-[2′-(cyclopropylsulfonyl)-3-fluorobiphenyl-4-yl]pyrazine-2-carbonitrile). As a reaction SMILES: Br[C:2]1[CH:7]=[CH:6][CH:5]=[CH:4][C:3]=1[S:8]([CH:11]1[CH2:13][CH2:12]1)(=[O:10])=[O:9].[NH2:14][C:15]1[C:16]([C:37]#[N:38])=[N:17][C:18]([C:21]2[CH:26]=[CH:25][C:24](B3OC(C)(C)C(C)(C)O3)=[CH:23][C:22]=2[F:36])=[CH:19][N:20]=1>>[NH2:14][C:15]1[C:16]([C:37]#[N:38])=[N:17][C:18]([C:21]2[CH:26]=[CH:25][C:24]([C:2]3[CH:7]=[CH:6][CH:5]=[CH:4][C:3]=3[S:8]([CH:11]3[CH2:13][CH2:12]3)(=[O:10])=[O:9])=[CH:23][C:22]=2[F:36])=[CH:19][N:20]=1. Reported procedure: The title compound was prepared in manner similar to that described in Example 88 using 1-bromo-2-(cyclopropylsulfonyl)benzene and 3-amino-6-(2-fluoro-4-(4,4,5,5-tetramethyl-1,3,2-dioxaborolan-2-yl)phenyl)pyrazine-2-carbonitrile. MS (ESI): mass calcd. for C20H15FN4O2S, 394.09; m/z found, 395.1 [M+H]+. 1H NMR (500 MHz, CDCl3) δ 8.84 (d, J=1.8, 1H), 8.14 (dd, J=8.0, 1.4, 1H), 8.01 (m, 1H), 7.66 (m, 1H), 7.58 (m, 1H), 7.39-7.35 (m, 3H), 5.34 (s, 2H), 2.13-2.05 (m, 1H), 1.13-1.06 (m, 2H), 0.88-0.82 ... Starting materials: COP(OC)(=O)CCCOC=1C=C2C(=C(N(C2=CC1)CC1=CC=CC=C1)CC)CC(=O)N ([3-[[3-(2-amino-2-oxoethyl)-2-ethyl-1-(phenylmethyl)-1H-indol-5-yl]oxy]propyl]phosphonic acid dimethyl ester), C[Si](C)(C)Br (trimethylsilyl bromide), CO (MeOH). Solvent: C(Cl)Cl (methylene chloride). Run at time 1 hour. Yields the product NC(CC1=C(N(C2=CC=C(C=C12)OCCCP(O)(O)=O)CC1=CC=CC=C1)CC)=O ([3-[[3-(2-amino-2-oxoethyl)-2-ethyl-1-(phenylmethyl)-1H-indol-5-yl]oxy]propyl]phosphonic acid). Isolated yield 97.2%. Reaction SMILES: C[O:2][P:3]([CH2:7][CH2:8][CH2:9][O:10][C:11]1[CH:12]=[C:13]2[C:17](=[CH:18][CH:19]=1)[N:16]([CH2:20][C:21]1[CH:26]=[CH:25][CH:24]=[CH:23][CH:22]=1)[C:15]([CH2:27][CH3:28])=[C:14]2[CH2:29][C:30]([NH2:32])=[O:31])(=[O:6])[O:4]C.C[Si](Br)(C)C.CO>C(Cl)Cl>[NH2:32][C:30](=[O:31])[CH2:29][C:14]1[C:13]2[C:17](=[CH:18][CH:19]=[C:11]([O:10][CH2:9][CH2:8][CH2:7][P:3](=[O:2])([OH:6])[OH:4])[CH:12]=2)[N:16]([CH2:20][C:21]2[CH:26]=[CH:25][CH:24]=[CH:23][CH:22]=2)[C:15]=1[CH2:27][CH3:28]. Procedure: [3-[[3-(2-amino-2-oxoethyl)-2-ethyl-1-(phenylmethyl)-1H-indol-5-yl]oxy]propyl]phosphonic acid dimethyl ester (150 mg, 0.33 mmol) and 0.35 mL (2.6 mmol) of trimethylsilyl bromide in 2 mL of methylene chloride was stirred for 16 hours, 5 mL of MeOH added, stirred 1.0 hour and concentrated at reduced pressure. The residue was crystallized from EtOAc/MeCN/HOAc/water to give 138 mg (97% yield) of [3-[[3-(2-amino-2-oxoethyl)-2-ethyl-1-(phenylmethyl)-1H-indol-5-yl]oxy]propyl]phosphonic acid, mp, 194-19...